From a dataset of the Open Reaction Database (ORD), a public repository of structured organic reaction records. describe an organic reaction: reactants, conditions, products, and yield The reactants are C(C)(=O)C1=NC=CC(=C1)C(C)(C)C (2-acetyl-4-tert-butylpyridine), BrCC(=O)C1=NC=CC(=C1)CC (2-bromoacetyl-4-ethylpyridine). Yields the product BrCC(=O)C1=NC=CC(=C1)C(C)(C)C (2-Bromoacetyl-4-tert-butylpyridine). Reaction SMILES: [C:1]([C:4]1[CH:9]=[C:8]([C:10]([CH3:13])([CH3:12])[CH3:11])[CH:7]=[CH:6][N:5]=1)(=[O:3])[CH3:2].[Br:14]CC(C1C=C(CC)C=CN=1)=O>>[Br:14][CH2:2][C:1]([C:4]1[CH:9]=[C:8]([C:10]([CH3:13])([CH3:12])[CH3:11])[CH:7]=[CH:6][N:5]=1)=[O:3]. Procedure: * 2-Bromoacetyl-4-tert-butylpyridine was prepared from 2-acetyl-4-tert-butylpyridine (E. C. Constable et al., J. Am. Chem. Soc., 1997, 119, 5606) according to the procedure for preparing 2-bromoacetyl-4-ethylpyridine described in Example 57.